This data is from the Open Reaction Database (ORD), a public repository of structured organic reaction records. The task is: describe an organic reaction: reactants, conditions, products, and yield Starting materials: ClCC(=O)C1=CC=CC=C1 (2-Chloro-1-phenylethanone), N12C[C@@H](C(CC1)CC2)NC(OC(C2=CC=C(C=C2)F)C2=CC=C(C=C2)F)=O ((R)-bis(4-fluorophenyl)methyl quinuclidin-3-ylcarbamate), ClCC(=O)C1=CC=CC=C1 (2-chloro-1-phenylethanone). Solvent: C(C)(=O)OCC (ethyl acetate). Reaction conditions: time 8 hour. Product: [Cl-].FC1=CC=C(C=C1)C(OC(=O)N[C@H]1C[N+]2(CCC1CC2)CC(C2=CC=CC=C2)=O)C2=CC=C(C=C2)F ((R)-3-((bis(4-fluorophenyl)methoxy)carbonylamino)-1-(2-oxo-2-phenylethyl)-1-azoniabicyclo[2.2.2]octane chloride). Yield: 68.3%. RXN SMILES: [Cl:1][CH2:2][C:3]([C:5]1[CH:10]=[CH:9][CH:8]=[CH:7][CH:6]=1)=[O:4].[N:11]12[CH2:18][CH2:17][CH:14]([CH2:15][CH2:16]1)[C@@H:13]([NH:19][C:20](=[O:37])[O:21][CH:22]([C:30]1[CH:35]=[CH:34][C:33]([F:36])=[CH:32][CH:31]=1)[C:23]1[CH:28]=[CH:27][C:26]([F:29])=[CH:25][CH:24]=1)[CH2:12]2>C(OCC)(=O)C>[Cl-:1].[F:36][C:33]1[CH:34]=[CH:35][C:30]([CH:22]([C:23]2[CH:24]=[CH:25][C:26]([F:29])=[CH:27][CH:28]=2)[O:21][C:20]([NH:19][C@@H:13]2[CH:14]3[CH2:17][CH2:18][N+:11]([CH2:2][C:3](=[O:4])[C:5]4[CH:10]=[CH:9][CH:8]=[CH:7][CH:6]=4)([CH2:16][CH2:15]3)[CH2:12]2)=[O:37])=[CH:31][CH:32]=1 |f:3.4|. Reported procedure: 2-Chloro-1-phenylethanone (13 mg, 0.09 mmol) was added to a solution of (R)-bis(4-fluorophenyl)methyl quinuclidin-3-ylcarbamate (32.0 mg, 0.09 mmol, prepared as in example 3) in ethyl acetate (2 ml). The reaction was stirred at room temperature overnight. Then more 2-chloro-1-phenylethanone (2.7 mg, 0.02 mmol) was added to the solution, and the reaction was stirred for additional 24 hours. The reaction was evaporated to dryness, and the residue was triturated in Et2O. Then isopropyl ether was ad... Reactants: COC(=O)C=1SC(=CC1[N+](=O)[O-])C#CC(C)(C)O (5-(3-Hydroxy-3-methylbut-1-ynyl)-3-nitrothiophene-2-carboxylic acid methyl ester), COC(=O)C=1SC(=CC1[N+](=O)[O-])CCC(C)(C)O (5-(3-hydroxy-3-methylbutyl)-3-nitrothiophene-2-carboxylic acid methyl ester). Yields the product COC(=O)C=1SC(=CC1N)CCC(C)(C)O (3-Amino-5-(3-hydroxy-3-methylbutyl)thiophene-2-carboxylic acid methyl ester). As a reaction SMILES: [CH3:1][O:2][C:3]([C:5]1[S:6][C:7]([C:13]#[C:14][C:15]([OH:18])([CH3:17])[CH3:16])=[CH:8][C:9]=1[N+:10]([O-])=O)=[O:4].COC(C1SC(CCC(O)(C)C)=CC=1[N+]([O-])=O)=O>>[CH3:1][O:2][C:3]([C:5]1[S:6][C:7]([CH2:13][CH2:14][C:15]([OH:18])([CH3:16])[CH3:17])=[CH:8][C:9]=1[NH2:10])=[O:4]. Procedure: 5-(3-Hydroxy-3-methylbut-1-ynyl)-3-nitrothiophene-2-carboxylic acid methyl ester was reduced by method E1 under a pressure of 3 bar to 5-(3-hydroxy-3-methylbutyl)-3-nitrothiophene-2-carboxylic acid methyl ester. The product with the molecular weight of 243.33 (C11H17NO3S) was obtained in this way; MS (ESI): 244 (M+H+). Starting materials: O.O.OC1=NC=NC=2N1N=CC2C2=CC(=C(C=C2)S(=O)C2=CC=CC=C2)OC (4-Hydroxy-8-(3-methoxy-4-phenylsulfinylphenyl)pyrazolo[1,5-a]-1,3,5-triazine dihydrate). Solvent: C(C)(=O)OCC (ethyl acetate). Yields the product OC1=NC=NC=2N1N=CC2C2=CC(=C(C=C2)S(=O)C2=CC=CC=C2)OC (4-Hydroxy-8-(3-methoxy-4-phenylsulfinylphenyl)pyrazolo[1,5-a]-1,3,5-triazine). The yield is 100.3%. Reaction SMILES: O.O.[OH:3][C:4]1[N:9]2[N:10]=[CH:11][C:12]([C:13]3[CH:18]=[CH:17][C:16]([S:19]([C:21]4[CH:26]=[CH:25][CH:24]=[CH:23][CH:22]=4)=[O:20])=[C:15]([O:27][CH3:28])[CH:14]=3)=[C:8]2[N:7]=[CH:6][N:5]=1>C(OCC)(=O)C>[OH:3][C:4]1[N:9]2[N:10]=[CH:11][C:12]([C:13]3[CH:18]=[CH:17][C:16]([S:19]([C:21]4[CH:26]=[CH:25][CH:24]=[CH:23][CH:22]=4)=[O:20])=[C:15]([O:27][CH3:28])[CH:14]=3)=[C:8]2[N:7]=[CH:6][N:5]=1 |f:0.1.2|. Procedure details: 4-Hydroxy-8-(3-methoxy-4-phenylsulfinylphenyl)pyrazolo[1,5-a]-1,3,5-triazine dihydrate (15 g) is suspended in ethyl acetate (450 ml), and the mixture refluxed for 3 hours. After cooling, the precipitate is separated by filtration and is again suspended in ethyl acetate (400 ml), and the mixture is refluxed for 3 hours. After cooling, the precipitate is separated by filtration and dried under reduced pressure at 120° C. for 50 hours to give the title compound (13.7 g). Reactants: CN(C1=CC=CC=C1)C=O (N-methylformanilide), P(=O)(Cl)(Cl)Cl (phosphoryl chloride), C(C1=CC=CC=C1)OC1=CC(=CC=C1)C(C)C (benzyloxy-3-isopropylbenzene). Reaction conditions: time 30 minute. Product: C(C1=CC=CC=C1)OC1=CC(=C(C=O)C=C1)C(C)C (4-benzyloxy-2-isopropylbenzaldehyde). The yield is 104.0%. As a reaction SMILES: CN([CH:9]=[O:10])C1C=CC=CC=1.P(Cl)(Cl)(Cl)=O.[CH2:16]([O:23][C:24]1[CH:29]=[CH:28][CH:27]=[C:26]([CH:30]([CH3:32])[CH3:31])[CH:25]=1)[C:17]1[CH:22]=[CH:21][CH:20]=[CH:19][CH:18]=1>>[CH2:16]([O:23][C:24]1[CH:29]=[CH:28][C:27]([CH:9]=[O:10])=[C:26]([CH:30]([CH3:32])[CH3:31])[CH:25]=1)[C:17]1[CH:18]=[CH:19][CH:20]=[CH:21][CH:22]=1. Reported procedure: A mixture of N-methylformanilide (9.92 g) and phosphoryl chloride (11.3 g) was stirred at room temperature for 30 minutes, and benzyloxy-3-isopropylbenzene (16.6 g) was added to the mixture. After being stirred at room temperature overnight, ice was added, and the mixture was extracted with ethyl acetate. The organic layer was washed with brine, and dried over anhydrous magnesium sulfate. The solvent was evaporated under reduced pressure to afford 4-benzyloxy-2-isopropylbenzaldehyde (19.4 g) as ... Starting materials: C1(C=2C(C(=O)O1)=CC=CC2)=O (phthalic anhydride), ClC1=CC(=CC=C1)Cl (1,3-dichlorobenzene), [Cl-].[Al+3].[Cl-].[Cl-] (aluminium chloride). Solvent: O (water). Product: ClC1=C(C(=O)C2=C(C(=O)O)C=CC=C2)C=CC(=C1)Cl (2-(2,4-Dichlorobenzoyl)benzoic Acid). Yield: 54.2%. RXN SMILES: [C:1]1(=[O:11])[O:6][C:4](=[O:5])[C:3]2=[CH:7][CH:8]=[CH:9][CH:10]=[C:2]12.[Cl:12][C:13]1[CH:18]=[CH:17][CH:16]=[C:15]([Cl:19])[CH:14]=1.[Cl-].[Al+3].[Cl-].[Cl-]>O>[Cl:12][C:13]1[CH:14]=[C:15]([Cl:19])[CH:16]=[CH:17][C:18]=1[C:4]([C:3]1[CH:7]=[CH:8][CH:9]=[CH:10][C:2]=1[C:1]([OH:6])=[O:11])=[O:5] |f:2.3.4.5|. Reported procedure: To a solution prepared by adding 30 g (0.2 mol.) of phthalic anhydride to 146 g (1.0 mol.) of dried 1,3-dichlorobenzene, was added 64 g (0.48 mol.) of well-ground anhydrous aluminium chloride with stirring. The mixture was heated and stirred for 3 hours on the oil bath kept at 120° C. Thereafter, the reaction mixture was sufficiently cooled on an ice bath and thereto, 100 ml of water was added dropwise. The thus produced white precipitate was thoroughly washed with successive, water and cooled e... The reactants are CCN(C(C)C)C(C)C, CON(C)C(=O)Cn1cc(C(=O)NCc2ccc(Cl)cc2)c(=O)c2sc(CCl)cc21, CN(C)C=O, O, CNCC(O)c1ccco1. The product is CON(C)C(=O)Cn1cc(C(=O)NCc2ccc(Cl)cc2)c(=O)c2sc(CN(C)CC(O)c3ccco3)cc21. RXN SMILES: [CH:1]([N:2]([CH:3]([CH3:4])[CH3:5])[CH2:6][CH3:7])([CH3:8])[CH3:9].[Cl:10][c:11]1[cH:12][cH:13][c:14]([CH2:15][NH:16][C:17](=[O:18])[c:19]2[c:20](=[O:37])[c:21]3[c:22]([n:23]([CH2:25][C:26](=[O:27])[N:28]([CH3:29])[O:30][CH3:31])[cH:24]2)[cH:32][c:33]([CH2:35][Cl:36])[s:34]3)[cH:38][cH:39]1.[O:51]=[CH:52][N:53]([CH3:54])[CH3:55].[OH2:50].[o:40]1[c:41]([CH:45]([CH2:46][NH:47][CH3:48])[OH:49])[cH:42][cH:43][cH:44]1>>[Cl:10][c:11]1[cH:12][cH:13][c:14]([CH2:15][NH:16][C:17](=[O:18])[c:19]2[c:20](=[O:37])[c:21]3[c:22]([n:23]([CH2:25][C:26](=[O:27])[N:28]([CH3:29])[O:30][CH3:31])[cH:24]2)[cH:32][c:33]([CH2:35][N:47]([CH2:46][CH:45]([c:41]2[o:40][cH:44][cH:43][cH:42]2)[OH:49])[CH3:48])[s:34]3)[cH:38][cH:39]1. Starting materials: CC(C)Cn1c(=O)n(C)c(=O)c2c(C=CC(=O)O)c(Cc3ccccc3C(F)(F)F)sc21, CCO. Product: CC(C)Cn1c(=O)n(C)c(=O)c2c(CCC(=O)O)c(Cc3ccccc3C(F)(F)F)sc21. RXN SMILES: [CH3:1][n:2]1[c:3](=[O:32])[n:4]([CH2:28][CH:29]([CH3:30])[CH3:31])[c:5]2[c:6]([c:7]1=[O:8])[c:9]([CH:23]=[CH:24][C:25](=[O:26])[OH:27])[c:10]([CH2:12][c:13]1[c:14]([C:19]([F:20])([F:21])[F:22])[cH:15][cH:16][cH:17][cH:18]1)[s:11]2.[CH3:33][CH2:34][OH:35]>>[CH3:1][n:2]1[c:3](=[O:32])[n:4]([CH2:28][CH:29]([CH3:30])[CH3:31])[c:5]2[c:6]([c:7]1=[O:8])[c:9]([CH2:23][CH2:24][C:25](=[O:26])[OH:27])[c:10]([CH2:12][c:13]1[c:14]([C:19]([F:20])([F:21])[F:22])[cH:15][cH:16][cH:17][cH:18]1)[s:11]2. Reactants: O=C(Cl)c1ccccc1, ClCCl, COC(=O)CCC1=CCN(Cc2ccc(N)cc2)C1=O, CO, CC(C)NC(C)C. Product: COC(=O)CCC1=CCN(Cc2ccc(NC(=O)c3ccccc3)cc2)C1=O. Reaction SMILES: [C:21]([c:22]1[cH:23][cH:24][cH:25][cH:26][cH:27]1)(=[O:28])[Cl:29].[CH2:39]([Cl:40])[Cl:41].[CH3:1][O:2][C:3]([CH2:4][CH2:5][C:6]1=[CH:10][CH2:9][N:8]([CH2:11][c:12]2[cH:13][cH:14][c:15]([NH2:18])[cH:16][cH:17]2)[C:7]1=[O:19])=[O:20].[CH3:37][OH:38].[CH:30]([NH:31][CH:32]([CH3:33])[CH3:34])([CH3:35])[CH3:36]>>[CH3:1][O:2][C:3]([CH2:4][CH2:5][C:6]1=[CH:10][CH2:9][N:8]([CH2:11][c:12]2[cH:13][cH:14][c:15]([NH:18][C:21]([c:22]3[cH:23][cH:24][cH:25][cH:26][cH:27]3)=[O:28])[cH:16][cH:17]2)[C:7]1=[O:19])=[O:20]. Starting materials: BrC1=C(SC=2N=CN=C(C21)O)C (5-bromo-6-methylthieno[2,3-d]pyrimidin-4-ol), O=P(Cl)(Cl)Cl (POCl3). Run at temperature 110 celsius, time 1 hour. Yields the product BrC1=C(SC=2N=CN=C(C21)Cl)C (5-bromo-4-chloro-6-methylthieno[2,3-d]pyrimidine). RXN SMILES: [Br:1][C:2]1[C:10]2[C:9](O)=[N:8][CH:7]=[N:6][C:5]=2[S:4][C:3]=1[CH3:12].O=P(Cl)(Cl)[Cl:15]>>[Br:1][C:2]1[C:10]2[C:9]([Cl:15])=[N:8][CH:7]=[N:6][C:5]=2[S:4][C:3]=1[CH3:12]. Procedure: To a 25-mL round-bottom flask containing 5-bromo-6-methylthieno[2,3-d]pyrimidin-4-ol (100 mg, 0.41 mmol, 1.00 equiv) in POCl3 (10 mL) was stirred for 1 h at 110° C. in an oil bath. The resulting mixture was concentrated under vacuum. The residue was then quenched with saturated aqueous sodium carbonate, extracted with ethyl acetate, washed with brine and dried over anhydrous sodium sulfate. After concentrated under vacuum, this resulted 5-bromo-4-chloro-6-methylthieno[2,3-d]pyrimidine (79 mg, 73... Reactants: O (Water), ClC1=CC=C2NC(C(=NC2=C1)C(=O)OC)=O (methyl 7-chloro-3,4-dihydro-3-oxoquinoxaline-2-carboxylate), [N+](=O)(O)[O-] (nitric acid). Run in C(C)(=O)O (acetic acid), C(C)(=O)O (acetic acid). Conditions: temperature 60 celsius, time 1 hour. Yields the product ClC1=C(C=C2NC(C(=NC2=C1)C(=O)OC)=O)[N+](=O)[O-] (Methyl 7-chloro-3,4-dihydro-6-nitro-3-oxoquinoxaline-2-carboxylate). Yield: 52.9%. Reaction SMILES: [Cl:1][C:2]1[CH:11]=[C:10]2[C:5]([NH:6][C:7](=[O:16])[C:8]([C:12]([O:14][CH3:15])=[O:13])=[N:9]2)=[CH:4][CH:3]=1.[N+:17]([O-])([OH:19])=[O:18].O>C(O)(=O)C>[Cl:1][C:2]1[CH:11]=[C:10]2[C:5]([NH:6][C:7](=[O:16])[C:8]([C:12]([O:14][CH3:15])=[O:13])=[N:9]2)=[CH:4][C:3]=1[N+:17]([O-:19])=[O:18]. Reported procedure: To a solution of methyl 7-chloro-3,4-dihydro-3-oxoquinoxaline-2-carboxylate (106 mg, 444 μmol) in acetic acid (1 ml) was added a solution of fuming nitric acid (39.5 μl, 888 μmol) in acetic acid (0.2 ml), and the mixture was stirred for 1 hour at 60° C. Water (10 ml) was added to the reaction mixture. The precidpitate was collected by filtration, washed with water, and then air-dried to obtain 66.6 mg of the title compound as yellow powder. Yield 53%.